Dataset: the Open Reaction Database (ORD), a public repository of structured organic reaction records. Task: describe an organic reaction: reactants, conditions, products, and yield The reactants are C1(=CC=CC=C1)P(C1=CC=CC=C1)C1=CC=CC=C1 (triphenylphosphine), ClN1C(CCC1=O)=O (N-chlorosuccinimide), ClC1=C(C=C(C=C1)Cl)CCCO (3-(2,5-dichlorophenyl)-1-propanol). Run in C(Cl)Cl (methylene chloride). Reaction conditions: time 2.5 hour. Product: ClCCCC1=C(C=CC(=C1)Cl)Cl (1-(3-chloropropyl)-2,5-dichlorobenzene). The yield is 93.3%. Reaction SMILES: [Cl:1][C:2]1[CH:7]=[CH:6][C:5]([Cl:8])=[CH:4][C:3]=1[CH2:9][CH2:10][CH2:11]O.C1(P(C2C=CC=CC=2)C2C=CC=CC=2)C=CC=CC=1.[Cl:32]N1C(=O)CCC1=O>C(Cl)Cl>[Cl:32][CH2:11][CH2:10][CH2:9][C:3]1[CH:4]=[C:5]([Cl:8])[CH:6]=[CH:7][C:2]=1[Cl:1]. Reported procedure: Compound 66-2 (1.73 g) was dissolved in methylene chloride (20 ml), triphenylphosphine (2.43 g) and N-chlorosuccinimide (1.24 g) were added under ice-cooling, and the mixture was stirred under ice-cooling for 1 hr, and at room temperature for 2.5 hr. The reaction mixture was washed with water and saturated brine, and dried over anhydrous magnesium sulfate. The solvent was evaporated under reduced pressure. Diethyl ether (50 ml) was added, and the precipitated triphenylphosphine oxide was filtere... The reactants are COc1ccc(c(C=O)c1O)[Br], CC1=CN=C(C=C1)N, [C-]#[N+]C1CCCCC1. Reagents/catalysts: O=C(O)C(F)(F)F (trifluoroacetic acid). Run in CC(C)O (isopropyl alcohol), CC(C)O (isopropylalcohol). Run at temperature 22 celsius, time 20 hour. Product: Cc1ccc2nc(c3c(ccc(c3O)OC)[Br])c(NC3CCCCC3)n2c1. The yield is 9.5%. As a reaction SMILES: CC1=CC=C(N)N=C1.[C-]#[N+]C1CCCCC1.COC1=CC=C(Br)C(C=O)=C1O>>COC1=CC=C(Br)C(C2=C(NC3CCCCC3)N3C=C(C)C=CC3=N2)=C1O. Reactants: BrC1=C(C=CC(=C1)F)C1N=C(NC(=C1C(=O)OCC)CBr)C1=CC=CC=C1 (Ethyl 4-(2-bromo-4-fluorophenyl)-6-(bromomethyl)-2-phenyl-1,4-dihydropyrimidine-5-carboxylate), Cl.N1C(COCC1)CC(=O)O (2-(morpholin-3-yl)acetic acid hydrochloride). Product: BrC1=C(C=CC(=C1)F)C1C(=C(NC(=N1)C1=CC=CC=C1)CN1C(COCC1)CC(=O)O)C(=O)OCC (2-(4-((6-(2-bromo-4-fluorophenyl)-5-(ethoxycarbonyl)-2-phenyl-3,6-dihydropyrimidin-4-yl)methyl)morpholin-3-yl)acetic acid). Isolated yield 49.0%. RXN SMILES: [Br:1][C:2]1[CH:7]=[C:6]([F:8])[CH:5]=[CH:4][C:3]=1[CH:9]1[C:14]([C:15]([O:17][CH2:18][CH3:19])=[O:16])=[C:13]([CH2:20]Br)[NH:12][C:11]([C:22]2[CH:27]=[CH:26][CH:25]=[CH:24][CH:23]=2)=[N:10]1.Cl.[NH:29]1[CH2:34][CH2:33][O:32][CH2:31][CH:30]1[CH2:35][C:36]([OH:38])=[O:37]>>[Br:1][C:2]1[CH:7]=[C:6]([F:8])[CH:5]=[CH:4][C:3]=1[CH:9]1[N:10]=[C:11]([C:22]2[CH:27]=[CH:26][CH:25]=[CH:24][CH:23]=2)[NH:12][C:13]([CH2:20][N:29]2[CH2:34][CH2:33][O:32][CH2:31][CH:30]2[CH2:35][C:36]([OH:38])=[O:37])=[C:14]1[C:15]([O:17][CH2:18][CH3:19])=[O:16] |f:1.2|. Reported procedure: Ethyl 4-(2-bromo-4-fluorophenyl)-6-(bromomethyl)-2-phenyl-1,4-dihydropyrimidine-5-carboxylate (0.76 g, 1.53 mmol) (The compound was synthesized according to the procedure as described in WO2010069147) was reacted with 2-(morpholin-3-yl)acetic acid hydrochloride (0.28 g, 1.53 mmol) according to the procedure as described in Example 28 to give the title compound as a yellow solid (0.42 g, 49%). The compound was characterized by the following spectroscopic data: The reactants are COC(=O)c1ccc(C)c(Nc2nccc(-c3cccnc3)n2)c1, CCO, NN. Product: Cc1ccc(C(=O)NN)cc1Nc1nccc(-c2cccnc2)n1. Reaction SMILES: [CH3:1][O:2][C:3]([c:4]1[cH:5][c:6]([NH:11][c:12]2[n:13][cH:14][cH:15][c:16](-[c:18]3[cH:19][n:20][cH:21][cH:22][cH:23]3)[n:17]2)[c:7]([CH3:10])[cH:8][cH:9]1)=[O:24].[CH3:27][CH2:28][OH:29].[NH2:25][NH2:26]>>[O:2]=[C:3]([c:4]1[cH:5][c:6]([NH:11][c:12]2[n:13][cH:14][cH:15][c:16](-[c:18]3[cH:19][n:20][cH:21][cH:22][cH:23]3)[n:17]2)[c:7]([CH3:10])[cH:8][cH:9]1)[NH:25][NH2:26]. Reactants: CO, CC(=O)c1ccc2ncc(C(C)c3c(F)cc4c(cnn4C)c3F)n2n1, NOCCO. The product is CC(=NOCCO)c1ccc2ncc(C(C)c3c(F)cc4c(cnn4C)c3F)n2n1. As a reaction SMILES: [CH3:32][OH:33].[F:1][c:2]1[c:3]2[cH:4][n:5][n:6]([CH3:26])[c:7]2[cH:8][c:9]([F:25])[c:10]1[CH:11]([CH3:12])[c:13]1[cH:14][n:15][c:16]2[n:17]1[n:18][c:19]([C:22]([CH3:23])=[O:24])[cH:20][cH:21]2.[NH2:27][O:28][CH2:29][CH2:30][OH:31]>>[F:1][c:2]1[c:3]2[cH:4][n:5][n:6]([CH3:26])[c:7]2[cH:8][c:9]([F:25])[c:10]1[CH:11]([CH3:12])[c:13]1[cH:14][n:15][c:16]2[n:17]1[n:18][c:19]([C:22]([CH3:23])=[N:27][O:28][CH2:29][CH2:30][OH:31])[cH:20][cH:21]2. Starting materials: COc1cc(N)ccc1OC1CN(C(=O)OC(C)(C)C)C1, C1CCOC1, CCN=C=NCCCN(C)C, CCN(C(C)C)C(C)C, COC(Cc1nc(-c2ccc(Cl)cc2)sc1C(=O)O)OC, Cl, O, O, On1nnc2ccccc21. The product is COc1cc(NC(=O)c2sc(-c3ccc(Cl)cc3)nc2CC(OC)OC)ccc1OC1CN(C(=O)OC(C)(C)C)C1. Reaction SMILES: [C:22]([CH3:23])([CH3:24])([CH3:25])[O:26][C:27](=[O:28])[N:29]1[CH2:30][CH:31]([O:33][c:34]2[c:35]([O:41][CH3:42])[cH:36][c:37]([NH2:40])[cH:38][cH:39]2)[CH2:32]1.[CH2:75]1[O:76][CH2:77][CH2:78][CH2:79]1.[CH3:64][N:65]([CH3:66])[CH2:67][CH2:68][CH2:69][N:70]=[C:71]=[N:72][CH2:73][CH3:74].[CH:54]([N:55]([CH:56]([CH3:57])[CH3:58])[CH2:59][CH3:60])([CH3:61])[CH3:62].[Cl:1][c:2]1[cH:3][cH:4][c:5](-[c:8]2[s:9][c:10]([C:19](=[O:20])[OH:21])[c:11]([CH2:13][CH:14]([O:15][CH3:16])[O:17][CH3:18])[n:12]2)[cH:6][cH:7]1.[ClH:63].[OH2:43].[OH2:80].[OH:44][n:45]1[c:46]2[cH:47][cH:48][cH:49][cH:50][c:51]2[n:52][n:53]1>>[Cl:1][c:2]1[cH:3][cH:4][c:5](-[c:8]2[s:9][c:10]([C:19](=[O:21])[NH:40][c:37]3[cH:36][c:35]([O:41][CH3:42])[c:34]([O:33][CH:31]4[CH2:30][N:29]([C:27]([O:26][C:22]([CH3:23])([CH3:24])[CH3:25])=[O:28])[CH2:32]4)[cH:39][cH:38]3)[c:11]([CH2:13][CH:14]([O:15][CH3:16])[O:17][CH3:18])[n:12]2)[cH:6][cH:7]1. The reactants are CI, COCCOC, CSc1cc2c(c(Cl)c1Cl)C(=O)C(C1CCCC1)C2, [H-], [Na+]. The product is CSc1cc2c(c(Cl)c1Cl)C(=O)C(C)(C1CCCC1)C2. Reaction SMILES: [CH3:22][I:23].[CH3:24][O:25][CH2:26][CH2:27][O:28][CH3:29].[CH:1]1([CH:6]2[C:7](=[O:19])[c:8]3[c:9]([Cl:18])[c:10]([Cl:17])[c:11]([S:15][CH3:16])[cH:12][c:13]3[CH2:14]2)[CH2:2][CH2:3][CH2:4][CH2:5]1.[H-:20].[Na+:21]>>[CH:1]1([C:6]2([CH3:22])[C:7](=[O:19])[c:8]3[c:9]([Cl:18])[c:10]([Cl:17])[c:11]([S:15][CH3:16])[cH:12][c:13]3[CH2:14]2)[CH2:2][CH2:3][CH2:4][CH2:5]1. The reactants are Cl (HCl), crude residue, resultant mixture, ClC1=CC2=C(NC(O2)=O)C=C1 (6-chloro-3H-benzooxazol-2-one), ClCC(=O)OCC (ethyl chloroacetate), C([O-])([O-])=O.[Cs+].[Cs+] (cesium carbonate). Run in [Li+].[OH-] (LiOH), C1CCOC1 (THF), CN(C)C=O (DMF). Yields the product ClC1=CC2=C(N(C(O2)=O)CC(=O)O)C=C1 ((6-Chloro-2-oxo-benzooxazol-3-yl)-acetic acid). RXN SMILES: [Cl:1][C:2]1[CH:11]=[CH:10][C:5]2[NH:6][C:7](=[O:9])[O:8][C:4]=2[CH:3]=1.Cl[CH2:13][C:14]([O:16]CC)=[O:15].C(=O)([O-])[O-].[Cs+].[Cs+].Cl>CN(C=O)C.[Li+].[OH-].C1COCC1>[Cl:1][C:2]1[CH:11]=[CH:10][C:5]2[N:6]([CH2:13][C:14]([OH:16])=[O:15])[C:7](=[O:9])[O:8][C:4]=2[CH:3]=1 |f:2.3.4,7.8|. Reported procedure: (6-Chloro-2-oxo-benzooxazol-3-yl)-acetic acid was prepared by heating 6-chloro-3H-benzooxazol-2-one and ethyl chloroacetate in the presence of cesium carbonate in DMF at 60° C. The crude residue was dissolved followed in 1N LiOH in THF and stirred at rt. The resultant mixture was acidified with 1N HCl to pH ˜1. The desired product precipitated out of solution and was isolated by filtration, and used directly in subsequent reactions without further purification.